From a dataset of the Open Reaction Database (ORD), a public repository of structured organic reaction records. describe an organic reaction: reactants, conditions, products, and yield The reactants are C(=O)(C(F)(F)F)O (TFA), C[C@]12CC[C@@]3([C@@H]([C@H]2CC[C@@H]2[C@]4(CC=C(C([C@@H]4CC[C@@]12C)(C)C)C1=CC=C(C(=O)O)C=C1)C)[C@@H](CC3)C(=C)C)NCCNC=3C=NC=CC3 (4-((1R,3aS,5aR,5bR,7aR,11aS,11bR,13aR,13bR)-5a,5b,8,8,11a-pentamethyl-1-(prop-1-en-2-yl)-3a-(2-(pyridin-3-ylamino)ethylamino)-2,3,3a,4,5,5a,5b,6,7,7a,8,11,11a,11b,12,13,13a,13b-octadecahydro-1H-cyclopenta[a]chrysen-9-yl)benzoic acid), BrC=1SC=CN1 (2-bromothiazole). The product is C[C@]12CC[C@@]3([C@@H]([C@H]2CC[C@@H]2[C@]4(CC=C(C([C@@H]4CC[C@@]12C)(C)C)C1=CC=C(C(=O)O)C=C1)C)[C@@H](CC3)C(=C)C)NCCNC=3SC=CN3 (4-((1R,3aS,5aR,5bR,7aR,11aS,11bR,13aR,13bR)-5a,5b,8,8,11a-pentamethyl-1-(prop-1-en-2-yl)-3a-(2-(thiazol-2-ylamino)ethylamino)-2,3,3a,4,5,5a,5b,6,7,7a,8,11,11a,11b,12,13,13a,13b-octadecahydro-1H-cyclopenta[a]chrysen-9-yl)benzoic acid), solid. The yield is 18.0%. RXN SMILES: [CH3:1][C@:2]12[C@@:19]3([CH3:20])[C@@H:10]([C@:11]4([CH3:32])[C@@H:16]([CH2:17][CH2:18]3)[C:15]([CH3:22])([CH3:21])[C:14]([C:23]3[CH:31]=[CH:30][C:26]([C:27]([OH:29])=[O:28])=[CH:25][CH:24]=3)=[CH:13][CH2:12]4)[CH2:9][CH2:8][C@@H:7]1[C@H:6]1[C@H:33]([C:36]([CH3:38])=[CH2:37])[CH2:34][CH2:35][C@:5]1([NH:39][CH2:40][CH2:41][NH:42]C1C=NC=CC=1)[CH2:4][CH2:3]2.Br[C:50]1[S:51][CH:52]=[CH:53][N:54]=1.C(O)(C(F)(F)F)=O>>[CH3:1][C@:2]12[C@@:19]3([CH3:20])[C@@H:10]([C@:11]4([CH3:32])[C@@H:16]([CH2:17][CH2:18]3)[C:15]([CH3:21])([CH3:22])[C:14]([C:23]3[CH:31]=[CH:30][C:26]([C:27]([OH:29])=[O:28])=[CH:25][CH:24]=3)=[CH:13][CH2:12]4)[CH2:9][CH2:8][C@@H:7]1[C@H:6]1[C@H:33]([C:36]([CH3:38])=[CH2:37])[CH2:34][CH2:35][C@:5]1([NH:39][CH2:40][CH2:41][NH:42][C:50]1[S:51][CH:52]=[CH:53][N:54]=1)[CH2:4][CH2:3]2. Reported procedure: The title compound was prepared following a similar procedure as described for the synthesis of 4-((1R,3aS,5aR,5bR,7aR,11aS,11bR,13aR,13bR)-5a,5b,8,8,11a-pentamethyl-1-(prop-1-en-2-yl)-3a-(2-(pyridin-3-ylamino)ethylamino)-2,3,3a,4,5,5a,5b,6,7,7a,8,11,11a,11b,12,13,13a,13b-octadecahydro-1H-cyclopenta[a]chrysen-9-yl)benzoic acid, except 2-bromothiazole (0.015 g, 0.091 mmol) was used in place of 3-bromopyridine. The product was isolated after reverse phase preparative HPLC purification using Prep H... Starting materials: [N+](=O)([O-])C=1C=CC2=C(C(=NCC(N2)=O)C2=CC=CC=C2)C1 (1,3-dihydro-7-nitro-5-phenyl-2H-1,4-benzodiazepin-2-one), N (ammonia), stannous chloride dihydrate, O.O.O.C(C)(=O)[O-].[Na+] (sodium acetate trihydrate). Solvent: O1CCCC1 (tetrahydrofuran), O1CCCC1 (tetrahydrofuran), CO (methanol). Run at time 20 minute. Product: ONC=1C=CC2=C(C(=NCC(N2)=O)C2=CC=CC=C2)C1 (1,3-dihydro-7-hydroxyamino-5-phenyl-2H-1,4-benzodiazepin-2-one). As a reaction SMILES: [N+:1]([C:4]1[CH:5]=[CH:6][C:7]2[NH:13][C:12](=[O:14])[CH2:11][N:10]=[C:9]([C:15]3[CH:20]=[CH:19][CH:18]=[CH:17][CH:16]=3)[C:8]=2[CH:21]=1)([O-])=[O:2].O.O.O.C([O-])(=O)C.[Na+].N>O1CCCC1.CO>[OH:2][NH:1][C:4]1[CH:5]=[CH:6][C:7]2[NH:13][C:12](=[O:14])[CH2:11][N:10]=[C:9]([C:15]3[CH:20]=[CH:19][CH:18]=[CH:17][CH:16]=3)[C:8]=2[CH:21]=1 |f:1.2.3.4.5|. Procedure: A mixture of 16.8 g. of 1,3-dihydro-7-nitro-5-phenyl-2H-1,4-benzodiazepin-2-one, 500 ml. of tetrahydrofuran, 250 ml. of methanol, 56 g. of stannous chloride dihydrate and 68 g. of sodium acetate trihydrate was stirred at room temperature under an atmosphere of nitrogen for 24 hours. 1 l. of tetrahydrofuran and 15 ml. of concentrated ammonia were then added. The inorganic salts were removed by filtration through celite. The filtrate was evaporated. The solid residue was stirred with 100 ml. of me... The reactants are CC(C)(C)OC(=O)N1CCN(c2ccc(OCCCN3CCCCC3)cc2)CC1, O=C(O)C(F)(F)F. The product is c1cc(N2CCNCC2)ccc1OCCCN1CCCCC1. Reaction SMILES: [C:1]([O:2][C:3](=[O:4])[N:8]1[CH2:9][CH2:10][N:11]([c:14]2[cH:15][cH:16][c:17]([O:20][CH2:21][CH2:22][CH2:23][N:24]3[CH2:25][CH2:26][CH2:27][CH2:28][CH2:29]3)[cH:18][cH:19]2)[CH2:12][CH2:13]1)([CH3:5])([CH3:6])[CH3:7].[OH:30][C:31]([C:32]([F:33])([F:34])[F:35])=[O:36]>>[NH:8]1[CH2:9][CH2:10][N:11]([c:14]2[cH:15][cH:16][c:17]([O:20][CH2:21][CH2:22][CH2:23][N:24]3[CH2:25][CH2:26][CH2:27][CH2:28][CH2:29]3)[cH:18][cH:19]2)[CH2:12][CH2:13]1. Starting materials: NCC1CC(N(CC1)C(=O)OC(C)(C)C)=O (tert-butyl 4-(aminomethyl)-2-oxopiperidine-1-carboxylate), CCN(C(C)C)C(C)C (DIEA), ClC=1C=CC=2N(N1)C(=CN2)C2=CC(=CC=C2)OC(F)(F)F (6-chloro-3-(3-(trifluoromethoxy)phenyl)imidazo[1,2-b]pyridazine), [F-].[Cs+] (CsF). Solvent: CS(=O)C (DMSO), O (H2O), C(Cl)Cl (CH2Cl2). Conditions: temperature 120 celsius, time 8 hour. The product is O=C1N(CCC(C1)CNC=1C=CC=2N(N1)C(=CN2)C2=CC(=CC=C2)OC(F)(F)F)C(=O)OC(C)(C)C (tert-butyl 2-oxo-4-(((3-(3-(trifluoromethoxy)phenyl)imidazo[1,2-b]pyridazin-6-yl)amino)methyl)piperidine-1-carboxylate). The yield is 74.5%. Reaction SMILES: [NH2:1][CH2:2][CH:3]1[CH2:8][CH2:7][N:6]([C:9]([O:11][C:12]([CH3:15])([CH3:14])[CH3:13])=[O:10])[C:5](=[O:16])[CH2:4]1.CCN(C(C)C)C(C)C.Cl[C:27]1[CH:28]=[CH:29][C:30]2[N:31]([C:33]([C:36]3[CH:41]=[CH:40][CH:39]=[C:38]([O:42][C:43]([F:46])([F:45])[F:44])[CH:37]=3)=[CH:34][N:35]=2)[N:32]=1.[F-].[Cs+]>CS(C)=O.O.C(Cl)Cl>[O:16]=[C:5]1[CH2:4][CH:3]([CH2:2][NH:1][C:27]2[CH:28]=[CH:29][C:30]3[N:31]([C:33]([C:36]4[CH:41]=[CH:40][CH:39]=[C:38]([O:42][C:43]([F:44])([F:46])[F:45])[CH:37]=4)=[CH:34][N:35]=3)[N:32]=2)[CH2:8][CH2:7][N:6]1[C:9]([O:11][C:12]([CH3:13])([CH3:15])[CH3:14])=[O:10] |f:3.4|. Procedure: A mixture of compound tert-butyl 4-(aminomethyl)-2-oxopiperidine-1-carboxylate (37 mg, 0.16 mmol), DIEA (0.6 mL, 3.5 mmol), 6-chloro-3-(3-(trifluoromethoxy)phenyl)imidazo[1,2-b]pyridazine (50 mg) and CsF (17 mg, 0.11 mmol) in DMSO (2 mL) was stirred at 120° C. overnight. The mixture was diluted with H2O (20 mL) and CH2Cl2 (20 mL). The organic phase was separated and condensed to give crude compound tert-butyl 2-oxo-4-(((3-(3-(trifluoromethoxy)phenyl)imidazo[1,2-b]pyridazin-6-yl)amino)methyl)pipe... The reactants are CS(=O)(=O)c1cc(Br)ccc1C(=O)N1CCN(c2ncc(Cl)cc2Cl)CC1, O=C1NCCO1. Product: CS(=O)(=O)c1cc(N2CCOC2=O)ccc1C(=O)N1CCN(c2ncc(Cl)cc2Cl)CC1. As a reaction SMILES: [Br:1][c:2]1[cH:3][c:4]([S:24](=[O:25])(=[O:26])[CH3:27])[c:5]([C:8](=[O:9])[N:10]2[CH2:11][CH2:12][N:13]([c:16]3[n:17][cH:18][c:19]([Cl:23])[cH:20][c:21]3[Cl:22])[CH2:14][CH2:15]2)[cH:6][cH:7]1.[O:28]1[C:29](=[O:33])[NH:30][CH2:31][CH2:32]1>>[c:2]1([N:30]2[C:29](=[O:33])[O:28][CH2:32][CH2:31]2)[cH:3][c:4]([S:24](=[O:25])(=[O:26])[CH3:27])[c:5]([C:8](=[O:9])[N:10]2[CH2:11][CH2:12][N:13]([c:16]3[n:17][cH:18][c:19]([Cl:23])[cH:20][c:21]3[Cl:22])[CH2:14][CH2:15]2)[cH:6][cH:7]1. Reactants: COC1=C(OC)C(=O)C(Cc2ccc(OC(C)=O)c(C(=O)Nc3ccc(CC#N)cc3)c2)=C(C)C1=O, CO, [Na+], O, O=C([O-])O. Yields the product COC1=C(OC)C(=O)C(Cc2ccc(O)c(C(=O)Nc3ccc(CC#N)cc3)c2)=C(C)C1=O. As a reaction SMILES: [CH3:1][O:2][C:3]1=[C:8]([O:9][CH3:10])[C:7](=[O:11])[C:6]([CH2:12][c:13]2[cH:14][cH:15][c:16]([O:31][C:32](=[O:33])[CH3:34])[c:17]([C:18](=[O:19])[NH:20][c:21]3[cH:22][cH:23][c:24]([CH2:27][C:28]#[N:29])[cH:25][cH:26]3)[cH:30]2)=[C:5]([CH3:35])[C:4]1=[O:36].[CH3:42][OH:43].[Na+:37].[OH2:44].[OH:38][C:39](=[O:40])[O-:41]>>[CH3:1][O:2][C:3]1=[C:8]([O:9][CH3:10])[C:7](=[O:11])[C:6]([CH2:12][c:13]2[cH:14][cH:15][c:16]([OH:31])[c:17]([C:18](=[O:19])[NH:20][c:21]3[cH:22][cH:23][c:24]([CH2:27][C:28]#[N:29])[cH:25][cH:26]3)[cH:30]2)=[C:5]([CH3:35])[C:4]1=[O:36].